describe an organic reaction: reactants, conditions, products, and yield From a dataset of the Open Reaction Database (ORD), a public repository of structured organic reaction records. The reactants are FC(C=1C=C(C(=O)NCC(=O)N[C@H]2CN(CC23CCCO3)C(=O)OC(C)(C)C)C=CC1)(F)F (tert-Butyl (9S)-9-[({[3-(Trifluoromethyl)benzoyl]amino}acetyl)amino]-1-oxa-7-azaspiro[4.4]nonane-7-carboxylate), Cl.O1CCOCC1 (HCl dioxane). Run at time 2 hour. Product: O1CCCC12CNC[C@@H]2NC(CNC(C2=CC(=CC=C2)C(F)(F)F)=O)=O (N-{2-[(9S)-1-Oxa-7-azaspiro[4.4]non-9-ylamino]-2-oxoethyl}-3-(trifluoromethyl)benzamide). RXN SMILES: [F:1][C:2]([F:33])([F:32])[C:3]1[CH:4]=[C:5]([CH:29]=[CH:30][CH:31]=1)[C:6]([NH:8][CH2:9][C:10]([NH:12][C@@H:13]1[C:17]2([O:21][CH2:20][CH2:19][CH2:18]2)[CH2:16][N:15](C(OC(C)(C)C)=O)[CH2:14]1)=[O:11])=[O:7].Cl.O1CCOCC1>>[O:21]1[C:17]2([C@@H:13]([NH:12][C:10](=[O:11])[CH2:9][NH:8][C:6](=[O:7])[C:5]3[CH:29]=[CH:30][CH:31]=[C:3]([C:2]([F:32])([F:33])[F:1])[CH:4]=3)[CH2:14][NH:15][CH2:16]2)[CH2:18][CH2:19][CH2:20]1 |f:1.2|. Procedure: The intermediate of step G (0.18 g) was mixed with 5 mL of 4 N HCl/dioxane. The solution was stirred for 2 h and concentrated under vacuum. MS (M+H)+ 372. Reactants: CCO, Cl, CC(=O)C1C(=O)CCN(c2ccccc2)C1=O. Yields the product O=C1CCN(c2ccccc2)C(=O)C1. Reaction SMILES: [CH3:19][CH2:20][OH:21].[ClH:18].[c:1]1([N:7]2[C:8](=[O:17])[CH:9]([C:14](=[O:15])[CH3:16])[C:10](=[O:13])[CH2:11][CH2:12]2)[cH:2][cH:3][cH:4][cH:5][cH:6]1>>[c:1]1([N:7]2[C:8](=[O:17])[CH2:9][C:10](=[O:13])[CH2:11][CH2:12]2)[cH:2][cH:3][cH:4][cH:5][cH:6]1. Reactants: OB(O)c1cccc(Br)c1F, CC(=O)O, C1CCOC1, OO. Product: Oc1cccc(Br)c1F. As a reaction SMILES: [Br:1][c:2]1[c:3]([F:11])[c:4]([B:8]([OH:9])[OH:10])[cH:5][cH:6][cH:7]1.[CH3:12][C:13]([OH:14])=[O:15].[O:18]1[CH2:19][CH2:20][CH2:21][CH2:22]1.[OH:16][OH:17]>>[Br:1][c:2]1[c:3]([F:11])[c:4]([OH:14])[cH:5][cH:6][cH:7]1. Reactants: FC(=C(CCCCO[SiH2]C(C)(C)C)C(F)(F)F)F (6,6-difluoro-5-trifluoromethyl-1-tert-butylsilyloxy-5-hexene). The solvent is CO (methanol). Conditions: time 3 hour. Yields the product FC(=C(CCCCO)C(F)(F)F)F (6,6-Difluoro-5-trifluoromethyl-5-hexenol). RXN SMILES: [F:1][C:2]([F:18])=[C:3]([C:14]([F:17])([F:16])[F:15])[CH2:4][CH2:5][CH2:6][CH2:7][O:8][SiH2]C(C)(C)C>CO>[F:1][C:2]([F:18])=[C:3]([C:14]([F:15])([F:16])[F:17])[CH2:4][CH2:5][CH2:6][CH2:7][OH:8]. Reported procedure: A solution of 3.59 g (11.28 mmol) 6,6-difluoro-5-trifluoromethyl-1-tert-butylsilyloxy-5-hexene in 50 ml methanol was treated with a teaspoon full of ion exchange resin and the mixture stirred for 3 hours at room temperature. The ion exchange resin was then filtered off and washed with methanol. The filtrate was carefully concentrated in a rotary evaporator (bath temperature=35° C.; 200 mbar). The residue was used without further purification. The reactants are C1(=CC=CC=C1)C1=CC=C(C=C1)O (4-phenylphenol), CC(C)([O-])C.[K+] (potassium tert-butoxide), O1S(OCCC1)(=O)=O ([1,3,2]dioxathiane 2,2-dioxide). Run in C1CCOC1 (THF), C1CCOC1 (THF). Conditions: temperature 0 celsius, time 5 hour. The product is C1(=CC=C(C=C1)OCCCO)C1=CC=CC=C1 (3-(biphenyl-4-yloxy)-propan-1-ol). The yield is 69.2%. Reaction SMILES: [C:1]1([C:7]2[CH:12]=[CH:11][C:10]([OH:13])=[CH:9][CH:8]=2)[CH:6]=[CH:5][CH:4]=[CH:3][CH:2]=1.CC(C)([O-])C.[K+].[O:20]1[CH2:25][CH2:24][CH2:23]OS1(=O)=O>C1COCC1>[C:7]1([C:1]2[CH:2]=[CH:3][CH:4]=[CH:5][CH:6]=2)[CH:8]=[CH:9][C:10]([O:13][CH2:23][CH2:24][CH2:25][OH:20])=[CH:11][CH:12]=1 |f:1.2|. Procedure details: A solution of 4-phenylphenol (4.9 g, 29.0 mmol) and potassium tert-butoxide (3.64 g, 30.3 mmol) in THF (100 mL) was stirred at room temperature for 30 min. The solution was cooled at 0° C. and [1,3,2]dioxathiane 2,2-dioxide (3.6 g, 26.34 mmol) in THF (25 mL) was added. The resulting mixture was stirred at room temperature for 5 hours, and the solvent was removed under vacuum. The residue was dissolved in 6N HCl (15 mL) and heated at 100° C. for 16 hours. The mixture was cooled to room temperatur... Reactants: Clc1ccc(Br)s1, CCOC(C)=O, CC(=O)c1ccc(F)c(B(O)O)c1, [Na+], [Na+], O=C([O-])[O-], O, c1ccc(P(c2ccccc2)(c2ccccc2)[Pd](P(c2ccccc2)(c2ccccc2)c2ccccc2)(P(c2ccccc2)(c2ccccc2)c2ccccc2)P(c2ccccc2)(c2ccccc2)c2ccccc2)cc1. Yields the product CC(=O)c1ccc(F)c(-c2ccc(Cl)s2)c1. RXN SMILES: [Br:14][c:15]1[s:16][c:17]([Cl:20])[cH:18][cH:19]1.[CH3:27][CH2:28][O:29][C:30](=[O:31])[CH3:32].[F:1][c:2]1[c:3]([B:11]([OH:12])[OH:13])[cH:4][c:5]([C:8]([CH3:9])=[O:10])[cH:6][cH:7]1.[Na+:21].[Na+:22].[O-:23][C:24](=[O:25])[O-:26].[OH2:33].[cH:34]1[cH:35][cH:36][c:37]([P:38]([Pd:39]([P:40]([c:41]2[cH:42][cH:43][cH:44][cH:45][cH:46]2)([c:47]2[cH:48][cH:49][cH:50][cH:51][cH:52]2)[c:53]2[cH:54][cH:55][cH:56][cH:57][cH:58]2)([P:59]([c:60]2[cH:61][cH:62][cH:63][cH:64][cH:65]2)([c:66]2[cH:67][cH:68][cH:69][cH:70][cH:71]2)[c:72]2[cH:73][cH:74][cH:75][cH:76][cH:77]2)[P:78]([c:79]2[cH:80][cH:81][cH:82][cH:83][cH:84]2)([c:85]2[cH:86][cH:87][cH:88][cH:89][cH:90]2)[c:91]2[cH:92][cH:93][cH:94][cH:95][cH:96]2)([c:97]2[cH:98][cH:99][cH:100][cH:101][cH:102]2)[c:103]2[cH:104][cH:105][cH:106][cH:107][cH:108]2)[cH:109][cH:110]1>>[F:1][c:2]1[c:3](-[c:15]2[s:16][c:17]([Cl:20])[cH:18][cH:19]2)[cH:4][c:5]([C:8]([CH3:9])=[O:10])[cH:6][cH:7]1.